This data is from the Open Reaction Database (ORD), a public repository of structured organic reaction records. The task is: describe an organic reaction: reactants, conditions, products, and yield Yields the product FC(C1=C(C(C2=CC=C(C=C2)Cl)OC2CN(C2)C(=O)NCC2=CC=CC=C2)C=CC(=C1)F)(F)F (3-[2-(trifluoromethyl)-4-fluoro-4′-chlorobenzhydryloxy]-N-(benzyl)azetidine-1-carboxamide). Reaction SMILES: Cl.[F:2][C:3]([F:25])([F:24])[C:4]1[CH:22]=[C:21]([F:23])[CH:20]=[CH:19][C:5]=1[CH:6]([O:14][CH:15]1[CH2:18][NH:17][CH2:16]1)[C:7]1[CH:12]=[CH:11][C:10]([Cl:13])=[CH:9][CH:8]=1.[N-:26]=[C:27]=[O:28]>>[F:25][C:3]([F:2])([F:24])[C:4]1[CH:22]=[C:21]([F:23])[CH:20]=[CH:19][C:5]=1[CH:6]([O:14][CH:15]1[CH2:18][N:17]([C:27]([NH:26][CH2:3][C:4]2[CH:22]=[CH:21][CH:20]=[CH:19][CH:5]=2)=[O:28])[CH2:16]1)[C:7]1[CH:12]=[CH:11][C:10]([Cl:13])=[CH:9][CH:8]=1 |f:0.1|. Reactants: Cl.FC(C1=C(C(C2=CC=C(C=C2)Cl)OC2CNC2)C=CC(=C1)F)(F)F (3-[2-(trifluoromethyl)-4-fluoro-4′-chlorobenzhydryloxy]azetidine hydrochloride), [N-]=C=O (isocyanate), compound ( 10 ). Procedure: This material was prepared 3-[2-(trifluoromethyl)-4-fluoro-4′-chlorobenzydryloxy]azetidine hydrochloride (125) and the corresponding isocyanate using the procedure described for compound (10). Reactants: ClCCNC(C1=CC=CC=C1)=O (N-(2-chloroethyl)benzamide), P(Cl)(Cl)(Cl)(Cl)Cl (PCl5), C(C)(C)C1=C(C2=C(OC3=C2C=CC=C3)C(=C1)C(C)C)N (2,4-diisopropyldibenzo[b,d]furan-1-amine). The solvent is C1(=CC(=CC=C1)C)C (m-Xylene). The product is C(C)(C)C1=C(C2=C(OC3=C2C=CC=C3)C(=C1)C(C)C)N1C(=NCC1)C1=CC=CC=C1 (1-(2,4-diisopropyldibenzo[b,d]furan-1-yl)-2-phenyl-4,5-dihydro-1H-imidazole). Isolated yield 90.1%. Reaction SMILES: Cl[CH2:2][CH2:3][NH:4][C:5](=O)[C:6]1[CH:11]=[CH:10][CH:9]=[CH:8][CH:7]=1.P(Cl)(Cl)(Cl)(Cl)Cl.[CH:19]([C:22]1[CH:34]=[C:33]([CH:35]([CH3:37])[CH3:36])[C:25]2[O:26][C:27]3[CH:32]=[CH:31][CH:30]=[CH:29][C:28]=3[C:24]=2[C:23]=1[NH2:38])([CH3:21])[CH3:20]>C1(C)C=CC=C(C)C=1>[CH:19]([C:22]1[CH:34]=[C:33]([CH:35]([CH3:37])[CH3:36])[C:25]2[O:26][C:27]3[CH:32]=[CH:31][CH:30]=[CH:29][C:28]=3[C:24]=2[C:23]=1[N:38]1[CH2:2][CH2:3][N:4]=[C:5]1[C:6]1[CH:11]=[CH:10][CH:9]=[CH:8][CH:7]=1)([CH3:21])[CH3:20]. Procedure: N-(2-chloroethyl)benzamide (2.1 g, 11.2 mmol), PCl5 (3.5 g, 16.8 mmol) were dissolved in m-Xylene (100 mL) and refluxed for 2 h. After cooling down the reaction flask to room temperature, 2,4-diisopropyldibenzo[b,d]furan-1-amine (3.3 g, 12.3 mmol) was added to it and the reaction mixture was refluxed overnight. From the cooled reaction mixture white precipitate was filtered out. Precipitate was dissolved in ethylacetate and partitioned between ethylacetate and aqueous Na2CO3. Organic phase was e...